From a dataset of the Open Reaction Database (ORD), a public repository of structured organic reaction records. describe an organic reaction: reactants, conditions, products, and yield Starting materials: S(O)(O)(=O)=O (sulfuric acid), BrC=1C=C(SC1)C=O (4-bromo-2-thiophenecarboxaldehyde), CO (Methanol). The reagents and catalysts are [O-2].[Cr+6].[O-2].[O-2] (chromium(VI)oxide). Run in O (water), CC(=O)C (acetone), O (water). Conditions: temperature 5 celsius, time 30 minute. The product is BrC=1C=C(SC1)C(=O)O (4-bromo-2-thiophenecarboxylic acid). As a reaction SMILES: S(=O)(=O)(O)O.[Br:6][C:7]1[CH:8]=[C:9]([CH:12]=[O:13])[S:10][CH:11]=1.C[OH:15]>O.CC(C)=O.[O-2].[Cr+6].[O-2].[O-2]>[Br:6][C:7]1[CH:8]=[C:9]([C:12]([OH:15])=[O:13])[S:10][CH:11]=1 |f:5.6.7.8|. Procedure: To a solution of chromium(VI)oxide (1.57 g, 15.70 mmol) in water (3 mL) was added dropwise concentrated sulfuric acid (1.3 mL, 23.55 mmol). The formed precipitate was re-dissolved by slow addition of the minimum required amount of water and the solution was cooled with an ice bath. This solution was then added dropwise to a solution of 4-bromo-2-thiophenecarboxaldehyde (2.0 g, 10.47 mmol) in acetone (20 mL) at about 5° C. The reaction mixture was stirred at about 5° C. for about 30 minutes and t... Starting materials: CCOC(=O)c1cc(NC(C)CC)nc(OC)c1, CC#N, C[Si](C)(C)Cl, [I-], [Na+]. The product is CCOC(=O)c1cc(O)nc(NC(C)CC)c1. Reaction SMILES: [CH2:3]([CH3:4])[O:5][C:6]([c:7]1[cH:8][c:9]([NH:15][CH:16]([CH3:17])[CH2:18][CH3:19])[n:10][c:11]([O:13][CH3:14])[cH:12]1)=[O:20].[CH3:26][C:27]#[N:28].[Cl:21][Si:22]([CH3:23])([CH3:24])[CH3:25].[I-:2].[Na+:1]>>[CH2:3]([CH3:4])[O:5][C:6]([c:7]1[cH:8][c:9]([NH:15][CH:16]([CH3:17])[CH2:18][CH3:19])[n:10][c:11]([OH:13])[cH:12]1)=[O:20]. Reactants: CCN(CC)C(C)CN1C=2C=CC=CC2SC3=C1C=CC=C3.Cl (ethopropazine hydrochloride), [OH-].[Na+] (sodium hydroxide). Solvent: C(Cl)Cl (methylene chloride). Isolated yield 20.0%. Reaction SMILES: [CH3:1][CH2:2][N:3]([CH:6]([CH2:8][N:9]1[C:18]2[CH:19]=[CH:20][CH:21]=[CH:22][C:17]=2[S:16][C:15]2[CH:14]=[CH:13][CH:12]=[CH:11][C:10]1=2)[CH3:7])[CH2:4][CH3:5].Cl.[OH-].[Na+]>C(Cl)Cl>[CH3:5][CH2:4][N:3]([CH:6]([CH2:8][N:9]1[C:18]2[CH:19]=[CH:20][CH:21]=[CH:22][C:17]=2[S:16][C:15]2[CH:14]=[CH:13][CH:12]=[CH:11][C:10]1=2)[CH3:7])[CH2:2][CH3:1] |f:0.1,2.3|. Yields the product CCN(CC)C(C)CN1C=2C=CC=CC2SC3=C1C=CC=C3 (ethopropazine). Procedure: In other studies, racemic ethopropazine hydrochloride salt was mixed with methylene chloride and 2M sodium hydroxide. The resulting suspension was agitated and the organic layer collected. After drying, the solvent was removed by rotary evaporation to give racemic ethopropazine base (4.0 g, 0.013 mol) that reacted with dibenzoyl-D-tartaric acid (4.4 g, 0.012 mol) in acetone with agitation. A white precipitate was collected after a few hours. After two recrystallization steps from absolute ethano... As a reaction SMILES: [OH-:1].[Na+].[OH2:3].Br[CH2:5][CH2:6][CH2:7][CH2:8][CH2:9][CH:10]([CH3:13])[CH2:11][CH3:12].[CH2:14]([OH:19])[CH2:15][CH2:16][CH2:17][CH3:18].CCO[CH2:23][CH3:24]>C(O)C>[CH3:13][CH:10]([CH2:11][CH3:12])[CH2:9][CH2:8][CH2:7][CH2:6][CH2:5][O:19][C:14]1[CH:24]=[CH:23][C:17]([C:18]([OH:3])=[O:1])=[CH:16][CH:15]=1 |f:0.1|. The solvent is C(C)O (ethanol). The reactants are BrCCCCCC(CC)C (1-bromo-6-methyloctane), C(CCCC)O (amyl alcohol), [OH-].[Na+] (sodium hydroxide), O (water), 4-n-hydroxybenzoic acid, CCOCC (ether). Run at time 19 hour. Procedure details: A 50-ml three-neck flask was charged with 2.01 g of sodium hydroxide, 10 ml of water and 20 ml of ethanol, and 3.16 g of 4-n-hydroxybenzoic acid was dissolved in the charge. 4.75 g of optically active 1-bromo-6-methyloctane synthesized from commercially available amyl alcohol was added to the mixture, and reaction was carried out for 19 hours under heat and reflux. After completion of the reaction, ether washing was conducted, and the aqueous layer was recovered by filtration and made acidic. Th... Yields the product CC(CCCCCOC1=CC=C(C(=O)O)C=C1)CC (4-(6-methyloctyloxy)benzoic acid). The reactants are Cc1n[nH]c2c(Cl)cc(Br)cc12, [Na+], [Na+], O=C([O-])[O-], C1COCCO1, O. The product is Cc1n[nH]c2c(Cl)cc(C(=O)O)cc12. Reaction SMILES: [Br:1][c:2]1[cH:3][c:4]2[c:5]([CH3:12])[n:6][nH:7][c:8]2[c:9]([Cl:11])[cH:10]1.[Na+:19].[Na+:20].[O-:21][C:22]([O-:23])=[O:24].[O:13]1[CH2:14][CH2:15][O:16][CH2:17][CH2:18]1.[OH2:25]>>[c:2]1([C:22](=[O:21])[OH:23])[cH:3][c:4]2[c:5]([CH3:12])[n:6][nH:7][c:8]2[c:9]([Cl:11])[cH:10]1.